This data is from the Open Reaction Database (ORD), a public repository of structured organic reaction records. The task is: describe an organic reaction: reactants, conditions, products, and yield Starting materials: CC1=CC=CC=2N1N=C(N2)CSC=2NN=C(N2)C2=CC=CC=C2 (5-Methyl-2-(5-phenyl-2H-1,2,4-triazol-3-ylsulfanylmethyl)-[1,2,4]triazolo[1,5-a]pyridine), C([O-])([O-])=O.[K+].[K+] (Potassium carbonate), CI (Methyl iodide). Run in CN(C=O)C (N,N-Dimethylformamide), CN(C)C=O (DMF). Conditions: time 3 hour. Yields the product CC1=CC=CC=2N1N=C(N2)CSC=2N(N=C(N2)C2=CC=CC=C2)C (5-Methyl-2-(2-methyl-5-phenyl-2H-[1,2,4]triazol-3-ylsulfanylmethyl)-[1,2,4]triazolo[1,5-a]pyridine). Reaction SMILES: CI.[CH3:3][C:4]1[N:9]2[N:10]=[C:11]([CH2:13][S:14][C:15]3[NH:16][N:17]=[C:18]([C:20]4[CH:25]=[CH:24][CH:23]=[CH:22][CH:21]=4)[N:19]=3)[N:12]=[C:8]2[CH:7]=[CH:6][CH:5]=1.[C:26](=O)([O-])[O-].[K+].[K+]>CN(C=O)C>[CH3:3][C:4]1[N:9]2[N:10]=[C:11]([CH2:13][S:14][C:15]3[N:16]([CH3:26])[N:17]=[C:18]([C:20]4[CH:25]=[CH:24][CH:23]=[CH:22][CH:21]=4)[N:19]=3)[N:12]=[C:8]2[CH:7]=[CH:6][CH:5]=1 |f:2.3.4|. Procedure details: Methyl iodide (142 mg, 1.00 mmol) dissolved in DMF (0.5 ml) was added to a stirred suspension of 5-Methyl-2-(5-phenyl-2H-1,2,4-triazol-3-ylsulfanylmethyl)-[1,2,4]triazolo[1,5-a]pyridine (322 mg, 1.00 mmol) and Potassium carbonate (276 mg, 2.0 mmol) in N,N-Dimethylformamide (3.5 mL) at rt, under Ar. The solution was stirred at 3 h and then quenched by adding Sat bicarbonate sol and extracting with EtOAc. The Organic phase was dried (MgSO4) and was rotovaped. The crude product was purified by HPLC... The solvent is Cl.O1CCOCC1 (HCl dioxan). RXN SMILES: C(N)(OC(C)(C)C)=O.Cl.C(OC([NH:17][CH2:18][C:19]1[CH:36]=[CH:35][C:22]([C:23]([N:25]2[CH2:31][CH2:30][CH2:29][CH2:28][C:27]3[S:32][CH:33]=[CH:34][C:26]2=3)=[O:24])=[CH:21][C:20]=1[Cl:37])=O)(C)(C)C>Cl.O1CCOCC1>[ClH:37].[NH2:17][CH2:18][C:19]1[CH:36]=[CH:35][C:22]([C:23]([N:25]2[CH2:31][CH2:30][CH2:29][CH2:28][C:27]3[S:32][CH:33]=[CH:34][C:26]2=3)=[O:24])=[CH:21][C:20]=1[Cl:37] |f:1.2,3.4,5.6|. Reaction conditions: time 40 minute. The product is Cl.NCC1=C(C=C(C(=O)N2C3=C(CCCC2)SC=C3)C=C1)Cl (4-(4-[Aminomethyl]-3-chlorobenzoyl)-5,6,7,8-tetrahydro-4H-thieno[3,2-b]azepine Hydrochloride). Procedure details: The BOC amine from 11A was dissolved in 4N HCl/dioxan (30 ml). The mixture was stirred at room temperature for 40 min then concentrated in vacuo to leave a tan solid; yield 0.41 g (63%, for 2 steps). Reactants: C(=O)(OC(C)(C)C)N (BOC amine), Cl.C(C)(C)(C)OC(=O)NCC1=C(C=C(C(=O)N2C3=C(CCCC2)SC=C3)C=C1)Cl (4-(4-[N-(tert-Butyloxycarbonyl)aminomethyl]-3-chlorobenzoyl)-5,6,7,8-tetrahydro-4H-thieno[3.2-b]azepine Hydrochloride). Product: O=C(CCl)c1ccc(OCc2nnn[nH]2)cc1. Reactants: [Al+3], [Cl-], [Cl-], [Cl-], O=C(Cl)CCl, ClCCCl, c1ccc(OCc2nnn[nH]2)cc1. Reaction SMILES: [Al+3:2].[Cl-:1].[Cl-:3].[Cl-:4].[Cl:18][CH2:19][C:20](=[O:21])[Cl:22].[Cl:23][CH2:24][CH2:25][Cl:26].[O:5]([c:6]1[cH:7][cH:8][cH:9][cH:10][cH:11]1)[CH2:12][c:13]1[n:14][n:15][n:16][nH:17]1>>[O:5]([c:6]1[cH:7][cH:8][c:9]([C:20]([CH2:19][Cl:18])=[O:21])[cH:10][cH:11]1)[CH2:12][c:13]1[n:14][n:15][n:16][nH:17]1. Starting materials: [I-].O1C(NCC1)=O (oxazolidinone iodide), FC=1C=C(C=CC1[Sn](C)(C)C)N1C(O[C@H](C1)CNC(C)=O)=O ((S)-N-[[3-[3-fluoro-4-(trimethylstannyl)phenyl]-2-oxo-5-oxazolidinyl]methyl]acetamide), tin-substituted, BrC1=CC=C(C(C=C1)=O)OC (5-bromo-2-methoxycyclohepta-2,4,6-trien-1-one). Reagents/catalysts: Cl[Pd]([P](C1=CC=CC=C1)(C2=CC=CC=C2)C3=CC=CC=C3)([P](C4=CC=CC=C4)(C5=CC=CC=C5)C6=CC=CC=C6)Cl (Bis(triphenylphosphine)palladium(II) chloride). Solvent: CN(C)C=O (DMF). Conditions: temperature 80 celsius. Yields the product FC=1C=C(C=CC1C1=CC=C(C(C=C1)=O)OC)N1C(O[C@H](C1)CNC(C)=O)=O ((S)-N-[[3-[3-fluoro-4-(4-methoxy-5-oxo-1,3,6-cycloheptatrien-1-yl)phenyl]-2-oxo-5-oxazolidinyl]methyl]acetamide). Yield: 57.0%. Reaction SMILES: [I-].O1CCNC1=O.[F:8][C:9]1[CH:10]=[C:11]([N:19]2[CH2:23][C@H:22]([CH2:24][NH:25][C:26](=[O:28])[CH3:27])[O:21][C:20]2=[O:29])[CH:12]=[CH:13][C:14]=1[Sn](C)(C)C.Br[C:31]1[CH:37]=[CH:36][C:35](=[O:38])[C:34]([O:39][CH3:40])=[CH:33][CH:32]=1>CN(C=O)C.Cl[Pd](Cl)([P](C1C=CC=CC=1)(C1C=CC=CC=1)C1C=CC=CC=1)[P](C1C=CC=CC=1)(C1C=CC=CC=1)C1C=CC=CC=1>[F:8][C:9]1[CH:10]=[C:11]([N:19]2[CH2:23][C@H:22]([CH2:24][NH:25][C:26](=[O:28])[CH3:27])[O:21][C:20]2=[O:29])[CH:12]=[CH:13][C:14]=1[C:31]1[CH:37]=[CH:36][C:35](=[O:38])[C:34]([O:39][CH3:40])=[CH:33][CH:32]=1 |f:0.1,^1:48,67|. Procedure details: Alternatively, the oxazolidinone iodide described above can be converted to (S)-N-[[3-[3-fluoro-4-(trimethylstannyl)phenyl]-2-oxo-5-oxazolidinyl]methyl]acetamide, employing conditions disclosed for the corresponding racemic material in TR 7246-92-050. This tin-substituted intermediate (0.180 g, 0.43 mmol) and 5-bromo-2-methoxycyclohepta-2,4,6-trien-1-one (0.103 g, 0.48 mmol) were dissolved in dry DMF (3 mL) and the resultant solution degassed by repeated evacuation and filling with nitrogen. Bis... The reactants are [Al+3], C1CCOC1, [Cl-], [H-], [H-], [H-], [H-], [Li+], [NH4+], CCOC(=O)C1(CCCc2ccccc2)CCC2(CC1)OCCO2. The product is OCC1(CCCc2ccccc2)CCC2(CC1)OCCO2. Reaction SMILES: [Al+3:2].[CH2:33]1[O:34][CH2:35][CH2:36][CH2:37]1.[Cl-:31].[H-:1].[H-:4].[H-:5].[H-:6].[Li+:3].[NH4+:32].[c:7]1([CH2:13][CH2:14][CH2:15][C:16]2([C:26](=[O:27])[O:28][CH2:29][CH3:30])[CH2:17][CH2:18][C:19]3([O:20][CH2:21][CH2:22][O:23]3)[CH2:24][CH2:25]2)[cH:8][cH:9][cH:10][cH:11][cH:12]1>>[c:7]1([CH2:13][CH2:14][CH2:15][C:16]2([CH2:26][OH:27])[CH2:17][CH2:18][C:19]3([O:20][CH2:21][CH2:22][O:23]3)[CH2:24][CH2:25]2)[cH:8][cH:9][cH:10][cH:11][cH:12]1.